From a dataset of the Open Reaction Database (ORD), a public repository of structured organic reaction records. describe an organic reaction: reactants, conditions, products, and yield The reactants are NC=1C=C2CCC(C2=CC1)=O (5-Aminoindan-1-one), ClC(=O)OCC (Ethyl chloroformate). The solvent is N1=CC=CC=C1 (pyridine). Reaction conditions: temperature 0 celsius, time 1 hour. The product is C(C)OC(=O)NC=1C=C2CCC(C2=CC1)=O (5-ethoxycarbonylaminoindan-1-one). Reaction SMILES: [NH2:1][C:2]1[CH:3]=[C:4]2[C:8](=[CH:9][CH:10]=1)[C:7](=[O:11])[CH2:6][CH2:5]2.Cl[C:13]([O:15][CH2:16][CH3:17])=[O:14]>N1C=CC=CC=1>[CH2:16]([O:15][C:13]([NH:1][C:2]1[CH:3]=[C:4]2[C:8](=[CH:9][CH:10]=1)[C:7](=[O:11])[CH2:6][CH2:5]2)=[O:14])[CH3:17]. Reported procedure: 5-Aminoindan-1-one was dissolved in the minimum of hot pyridine and the solution was cooled to 0° C. Ethyl chloroformate (1.2 mole equivalents) was added dropwise to the cold stirred solution which was then stirred for one hour at room temperature. Evaporation under reduced pressure and trituration of the residue with water afforded 5-ethoxycarbonylaminoindan-1-one, m.p. 181°-2° C. (from ethanol). Starting materials: C[O-], CO, COc1n[n+]([O-])c(C)cc1[N+](=O)[O-], [Na+]. The product is COc1cc(C)[n+]([O-])nc1OC. Reaction SMILES: [CH3:14][O-:15].[CH3:17][OH:18].[CH3:1][O:2][c:3]1[n:4][n+:5]([O-:13])[c:6]([CH3:12])[cH:7][c:8]1[N+:9]([O-:10])=[O:11].[Na+:16]>>[CH3:1][O:2][c:3]1[n:4][n+:5]([O-:13])[c:6]([CH3:12])[cH:7][c:8]1[O:15][CH3:14]. Reaction conditions: temperature 100 celsius. RXN SMILES: [NH2:1][C:2]1[CH:30]=[CH:29][C:5]([CH2:6][C:7]2[NH:15][C:14]3[C:13](=[O:16])[N:12]([CH2:17][C:18]4[CH:23]=[CH:22][CH:21]=[CH:20][CH:19]=4)[C:11](=[O:24])[N:10]([CH2:25][CH2:26][CH2:27][CH3:28])[C:9]=3[N:8]=2)=[CH:4][CH:3]=1.CC1(C)OC(=O)[C:35]2([CH2:37][CH2:36]2)[C:34](=O)[O:33]1.[Cl-].[NH4+]>CN(C)C=O.O>[CH2:17]([N:12]1[C:13](=[O:16])[C:14]2[NH:15][C:7]([CH2:6][C:5]3[CH:4]=[CH:3][C:2]([N:1]4[CH2:37][CH2:36][CH2:35][C:34]4=[O:33])=[CH:30][CH:29]=3)=[N:8][C:9]=2[N:10]([CH2:25][CH2:26][CH2:27][CH3:28])[C:11]1=[O:24])[C:18]1[CH:23]=[CH:22][CH:21]=[CH:20][CH:19]=1 |f:2.3|. Solvent: O (water), CN(C=O)C (N,N-dimethylformamide). The product is C(C1=CC=CC=C1)N1C(N(C=2N=C(NC2C1=O)CC1=CC=C(C=C1)N1C(CCC1)=O)CCCC)=O (1-benzyl-3-butyl-8-[4-(2-oxo-pyrrolidin-1-yl)-benzyl]-3,7-dihydro-purine-2,6-dione). Starting materials: NC1=CC=C(CC2=NC=3N(C(N(C(C3N2)=O)CC2=CC=CC=C2)=O)CCCC)C=C1 (8-(4-amino-benzyl)-1-benzyl-3-butyl-3,7-dihydro-purine-2,6-dione), CC1(OC(C2(CC2)C(O1)=O)=O)C (6,6-dimethyl-5,7-dioxa-spiro[2.5]octane-4,8-dione), [Cl-].[NH4+] (ammonium chloride). Procedure details: To a solution of 8-(4-amino-benzyl)-1-benzyl-3-butyl-3,7-dihydro-purine-2,6-dione (60 mg) in N,N-dimethylformamide (2 mL) was added 6,6-dimethyl-5,7-dioxa-spiro[2.5]octane-4,8-dione (Lancaster) (34 mg) and the mixture heated to 100° C. under argon for 16 hrs. The reaction mixture was cooled to RT and poured into saturated aqueous ammonium chloride, diluted with water and extracted with ethyl acetate. The combined organic extracts were washed with brine, dried (sodium sulfate) and concentrated in... Isolated yield 51.3%. Reactants: C(C1=CN=CC=C1)(=S)N (thionicotinamide), BrCC(C(=O)OCC)=O (ethyl bromopyruvate). The solvent is CCO (EtOH). Run at time 2.5 day. The product is N1=CC(=CC=C1)C=1SC=C(N1)C(=O)OCC (ethyl 2-(pyridin-3-yl)thiazole-4-carboxylate). The yield is 47.4%. As a reaction SMILES: [C:1]([NH2:9])(=[S:8])[C:2]1[CH:7]=[CH:6][CH:5]=[N:4][CH:3]=1.Br[CH2:11][C:12](=O)[C:13]([O:15][CH2:16][CH3:17])=[O:14]>CCO>[N:4]1[CH:5]=[CH:6][CH:7]=[C:2]([C:1]2[S:8][CH:11]=[C:12]([C:13]([O:15][CH2:16][CH3:17])=[O:14])[N:9]=2)[CH:3]=1. Procedure details: To a suspension of thionicotinamide (30.0 g, 217.1 mmol) in EtOH (400 mL) at room temperature was added ethyl bromopyruvate (90% technical, 30.6 mL, 219 mmol). The reaction mixture was heated to reflux and stirred for 2.5 days. The reaction mixture was cooled to room temperature and the precipitate that formed upon cooling was collected via vacuum filtration. The cake was rinsed twice with hexanes. This solid was added to a separatory funnel containing ethyl acetate and saturated aqueous NaHCO3.... Starting materials: CCN(CC)S(F)(F)F, ClCCl, Cc1ccccc1-n1c(Cn2nc(CO)c3c(N)ncnc32)cc2cccc(C)c2c1=O. Product: Cc1ccccc1-n1c(Cn2nc(CF)c3c(N)ncnc32)cc2cccc(C)c2c1=O. Reaction SMILES: [CH2:33]([N:34]([S:35]([F:36])([F:37])[F:39])[CH2:38][CH3:40])[CH3:41].[Cl:42][CH2:43][Cl:44].[NH2:1][c:2]1[c:3]2[c:4]([n:5][cH:6][n:7]1)[n:8]([CH2:13][c:14]1[n:15](-[c:26]3[c:27]([CH3:32])[cH:28][cH:29][cH:30][cH:31]3)[c:16](=[O:25])[c:17]3[c:18]([CH3:24])[cH:19][cH:20][cH:21][c:22]3[cH:23]1)[n:9][c:10]2[CH2:11][OH:12]>>[NH2:1][c:2]1[c:3]2[c:4]([n:5][cH:6][n:7]1)[n:8]([CH2:13][c:14]1[n:15](-[c:26]3[c:27]([CH3:32])[cH:28][cH:29][cH:30][cH:31]3)[c:16](=[O:25])[c:17]3[c:18]([CH3:24])[cH:19][cH:20][cH:21][c:22]3[cH:23]1)[n:9][c:10]2[CH2:11][F:39]. Starting materials: COC1=NC=C(C(=C1)OC)C#CC1=CC=C(C=C1)OC (2,4-Dimethoxy-5-(4-methoxyphenylethynyl)pyridine), [B-](F)(F)(F)F.C1=CC=NC=C1.C1=CC=NC=C1.[IH2+] (bis(pyridine)iodonium tetrafluoroborate). Solvent: C1CCOC1 (THF), C(C)(=O)OCC (ethyl acetate). The product is IC1=C(OC2=C1C=NC(=C2)OC)C2=CC=C(C=C2)OC (3-Iodo-6-methoxy-2-(4-methoxyphenyl)furo[3,2-c]pyridine). Reaction SMILES: [CH3:1][O:2][C:3]1[CH:8]=[C:7]([O:9]C)[C:6]([C:11]#[C:12][C:13]2[CH:18]=[CH:17][C:16]([O:19][CH3:20])=[CH:15][CH:14]=2)=[CH:5][N:4]=1.[B-](F)(F)(F)F.C1C=CN=CC=1.C1C=CN=CC=1.[IH2+:38]>C1COCC1.C(OCC)(=O)C>[I:38][C:11]1[C:6]2[CH:5]=[N:4][C:3]([O:2][CH3:1])=[CH:8][C:7]=2[O:9][C:12]=1[C:13]1[CH:18]=[CH:17][C:16]([O:19][CH3:20])=[CH:15][CH:14]=1 |f:1.2.3.4|. Reported procedure: Compound S (0.019 g; 0.0705 mmol) and bis(pyridine)iodonium tetrafluoroborate (0.0524 g; 0.14 mmol) in THF (3 ml) was refluxed for 30 min., then diluted to 50 ml with ethyl acetate, washed with saturated Na2S2O5 (3 ml), saturated NaHCO3, dried over anhydrous MgSO4, filtered off and filtrate evaporated to dryness under reduced pressure. The residue was purified by column chromatography (silica gel, CH2Cl2) to give pure T (0.0175 g; 65%) 1HNMR (CDCl3) δ 8.2 (s, 1H); 8.04 (d, J=9.0 Hz, 2H); 7.0 (d,...